From a dataset of the Open Reaction Database (ORD), a public repository of structured organic reaction records. describe an organic reaction: reactants, conditions, products, and yield Starting materials: C(C)(C)(C)C=1SC2=C(N1)C=C(C(=C2)N=C=S)N2CCC(CC2)C (2-tert-butyl-6-isothiocyanato-5-(4-methylpiperidin-1-yl)benzothiazole), CN1CCNCC1 (N-methylpiperazine). The solvent is C(Cl)Cl (methylene chloride). Conditions: time 1 hour. Yields the product C(C)(C)(C)C=1SC2=C(N1)C=C(C(=C2)NC(=S)N2CCN(CC2)C)N2CCC(CC2)C (2-tert-butyl-6-[(4-methylpiperazin-1-yl)thiocarbonylamino]-5-(4-methylpiperidin-1-yl)benzothiazole). Yield: 95.1%. Reaction SMILES: [C:1]([C:5]1[S:6][C:7]2[CH:13]=[C:12]([N:14]=[C:15]=[S:16])[C:11]([N:17]3[CH2:22][CH2:21][CH:20]([CH3:23])[CH2:19][CH2:18]3)=[CH:10][C:8]=2[N:9]=1)([CH3:4])([CH3:3])[CH3:2].[CH3:24][N:25]1[CH2:30][CH2:29][NH:28][CH2:27][CH2:26]1>C(Cl)Cl>[C:1]([C:5]1[S:6][C:7]2[CH:13]=[C:12]([NH:14][C:15]([N:28]3[CH2:29][CH2:30][N:25]([CH3:24])[CH2:26][CH2:27]3)=[S:16])[C:11]([N:17]3[CH2:22][CH2:21][CH:20]([CH3:23])[CH2:19][CH2:18]3)=[CH:10][C:8]=2[N:9]=1)([CH3:4])([CH3:2])[CH3:3]. Procedure details: To a stirred solution of 90 g of 2-tert-butyl-6-isothiocyanato-5-(4-methylpiperidin-1-yl)benzothiazole in 900 ml of methylene chloride is added dropwise 26 g of N-methylpiperazine. The solution is stirred for 1 hour, washed with water, dried over anhydrous sodium sulphate and evaporated to give 110 g of 2-tert-butyl-6-[(4-methylpiperazin-1-yl)thiocarbonylamino]-5-(4-methylpiperidin-1-yl)benzothiazole, melting at 192°-195° C.